This data is from the Open Reaction Database (ORD), a public repository of structured organic reaction records. The task is: describe an organic reaction: reactants, conditions, products, and yield Reactants: NC(C(=O)N)C#N (2-amino-2-cyanoacetamide), C(C)(=O)O (acetic acid), C(=O)C=O (glyoxal), C[O-].[Na+] (sodium methoxide). Solvent: CO (methanol). Conditions: temperature 20 celsius, time 2 hour. The product is COC=1C(=NC=CN1)C(=O)N (3-methoxypyrazine-2-carboxamide). The yield is 50.0%. Reaction SMILES: [NH2:1][CH:2]([C:6]#[N:7])[C:3]([NH2:5])=[O:4].C[O-].[Na+].[C:11]([OH:14])(=O)C.[CH:15]([CH:17]=O)=O>CO>[CH3:11][O:14][C:6]1[C:2]([C:3]([NH2:5])=[O:4])=[N:1][CH:15]=[CH:17][N:7]=1 |f:1.2|. Procedure: Under argon, 1 g (10.1 mmol) of 2-amino-2-cyanoacetamide was initially charged in 10 g of methanol. 0.25 g (1.4 mmol) of sodium methoxide solution (30%) was added and the mixture was stirred at 20° C. for 2 hours. After neutralization with 0.084 g (1.4 mmol) of acetic acid, 2.27 g (20 mmol) of glyoxal solution (40%) was added. The mixture was stirred at 20° C. for 2 hours and then at 50° C. for 2 hours. The solvent was distilled off. This gave 0.75 g of 3-methyoxypyrazine-2-carboxamide. The yiel... The reactants are O=C([O-])[O-], CN(C)C=O, CC(C)c1ncn(CCl)n1, Cl, N#CC(C#N)CCC(F)(F)F, [K+], [K+], O. Yields the product CC(C)c1ncn(CC(C#N)(C#N)CCC(F)(F)F)n1. As a reaction SMILES: [C:23](=[O:24])([O-:25])[O-:26].[CH3:30][N:31]([CH3:32])[CH:33]=[O:34].[CH:2]([CH3:3])([CH3:4])[c:5]1[n:6][n:7]([CH2:10][Cl:11])[cH:8][n:9]1.[ClH:1].[F:12][C:13]([CH2:14][CH2:15][CH:16]([C:17]#[N:18])[C:19]#[N:20])([F:21])[F:22].[K+:27].[K+:28].[OH2:29]>>[CH:2]([CH3:3])([CH3:4])[c:5]1[n:6][n:7]([CH2:10][C:16]([CH2:15][CH2:14][C:13]([F:12])([F:21])[F:22])([C:17]#[N:18])[C:19]#[N:20])[cH:8][n:9]1. The reactants are C(C1=CC=CC=C1)OC=1C=NC=C(C1)O (3-benzyloxy-5-hydroxypyridine), [OH-].[K+] (KOH), C(=O)(OC(C)(C)C)[C@H]1N(CC1)COS(=O)(=O)C=1C(=CC=CC1)C (Boc-(S)-toluensulfonyloxymethylazetidine). The solvent is CN(C)C=O (DMF), CN(C)C=O (DMF). Run at temperature 80 celsius, time 30 minute. Product: C(C1=CC=CC=C1)OC=1C=C(C=NC1)OC[C@H]1N(CC1)C(=O)OC(C)(C)C (5-Benzyloxy-3-(1-Boc-2-(S)-azetidinylmethoxy)pyridine). Yield: 178.4%. RXN SMILES: [CH2:1]([O:8][C:9]1[CH:10]=[N:11][CH:12]=[C:13]([OH:15])[CH:14]=1)[C:2]1[CH:7]=[CH:6][CH:5]=[CH:4][CH:3]=1.[OH-:16].[K+].[C:18]([C@@H:25]1[CH2:28][CH2:27][N:26]1[CH2:29][O:30]S(C1C(C)=CC=CC=1)(=O)=O)(OC(C)(C)C)=O>CN(C=O)C>[CH2:1]([O:8][C:9]1[CH:14]=[C:13]([O:15][CH2:18][C@@H:25]2[CH2:28][CH2:27][N:26]2[C:29]([O:30][C:2]([CH3:7])([CH3:3])[CH3:1])=[O:16])[CH:12]=[N:11][CH:10]=1)[C:2]1[CH:3]=[CH:4][CH:5]=[CH:6][CH:7]=1 |f:1.2|. Procedure details: Next, a solution of 3-benzyloxy-5-hydroxypyridine (350 mg, 1.74 mmol, from step 120d) in DMF (20 mL) was treated with ground KOH (154 mg, 2.74 mmol) and stirred for 30 minutes at 80° C. To this mixture was rapidly added the Boc-(S)-toluensulfonyloxymethylazetidine (585 mg, 1.74 mmol) dissolved in DMF (5 mL), and the mixture was stirred for 16 hours at 80° C. The mixture was concentrated under vacuum to remove the DMF, and the residue was diluted with water and extracted with EtOAc. The organic e...